This data is from the Open Reaction Database (ORD), a public repository of structured organic reaction records. The task is: describe an organic reaction: reactants, conditions, products, and yield The reactants are C[Si](N[Si](C)(C)C)(C)C (hexamethyldisilazane), CC(C(=O)N)(C)C (α,α-dimethylpropionamide), N (ammonia). The reagents and catalysts are S1(=O)(=O)NC(=O)C2=CC=CC=C12 (saccharin). Yields the product C[Si](NC(C(C)(C)C)=O)(C)C (N-trimethylsilyl-α,α-dimethylpropionamide). Isolated yield 125.4%. Reaction SMILES: [CH3:1][Si:2]([CH3:9])([CH3:8])[NH:3][Si](C)(C)C.[CH3:10][C:11]([CH3:16])([CH3:15])[C:12](N)=[O:13].N>S1(C2C(=CC=CC=2)C(=O)N1)(=O)=O>[CH3:1][Si:2]([CH3:9])([CH3:8])[NH:3][C:12](=[O:13])[C:11]([CH3:16])([CH3:15])[CH3:10]. Procedure: 7.7 ml (37 mmoles) of hexamethyldisilazane were added to 5.0 g (49.5 mmoles) of α,α-dimethylpropionamide and 10 mg (0.05 mmole) of saccharin in 15 ml of refluxing tolune over 15 minutes and after refluxing for 45 minutes, the evolution of ammonia had stopped completely. Evaporation and drying in vacuo yielded 8.04 g (98%) of N-trimethylsilyl-α,α-dimethylpropionamide melting at 101°-105.5° C. According to NMR analysis, the purity of the product was 92%. The reactants are [Al+3], N#Cc1nccn1Cc1cccs1, CCO, [H-], [H-], [H-], [H-], [Li+], C1CCOC1, O=S(=O)(O)O, Cc1ccc(S(=O)(=O)O)cc1. Yields the product NCc1nccn1Cc1cccs1, Cc1ccc(S(=O)(=O)O)cc1. RXN SMILES: [Al+3:2].[C:12](#[N:13])[c:14]1[n:15]([CH2:19][c:20]2[s:21][cH:22][cH:23][cH:24]2)[cH:16][cH:17][n:18]1.[CH3:36][CH2:37][OH:38].[H-:1].[H-:4].[H-:5].[H-:6].[Li+:3].[O:39]1[CH2:40][CH2:41][CH2:42][CH2:43]1.[S:7](=[O:8])(=[O:9])([OH:10])[OH:11].[c:25]1([CH3:35])[cH:26][cH:27][c:28]([S:31](=[O:32])(=[O:33])[OH:34])[cH:29][cH:30]1>>[CH2:12]([NH2:13])[c:14]1[n:15]([CH2:19][c:20]2[s:21][cH:22][cH:23][cH:24]2)[cH:16][cH:17][n:18]1.[c:25]1([CH3:35])[cH:26][cH:27][c:28]([S:31](=[O:32])(=[O:33])[OH:34])[cH:29][cH:30]1. Reactants: FC(C1=C(C(=NN1C)OC1=CC(=C(C=C1)Cl)OCC)Cl)(F)F (5-trifluoromethyl-4-chloro-3-(3'-ethoxy-4-chlorophenoxy)-1-methylpyrazole), Br (HBr), methyl tricapryl ammonium chloride. Conditions: time 20 hour. Yields the product FC(C1=C(C(=NN1C)OC1=CC(=C(C=C1)Cl)O)Cl)(F)F (5-Trifluoromethyl-4-chloro-3-(3'hydroxy-4'-chlorophenoxy)-1-methylpyrazole). The yield is 45.9%. RXN SMILES: [F:1][C:2]([F:22])([F:21])[C:3]1[N:7]([CH3:8])[N:6]=[C:5]([O:9][C:10]2[CH:15]=[CH:14][C:13]([Cl:16])=[C:12]([O:17]CC)[CH:11]=2)[C:4]=1[Cl:20].Br>>[F:22][C:2]([F:1])([F:21])[C:3]1[N:7]([CH3:8])[N:6]=[C:5]([O:9][C:10]2[CH:15]=[CH:14][C:13]([Cl:16])=[C:12]([OH:17])[CH:11]=2)[C:4]=1[Cl:20]. Reported procedure: 2 g (0.006 mol) of 5-trifluoromethyl-4-chloro-3-(3'-ethoxy-4-chlorophenoxy)-1-methylpyrazole was combined with 2 ml of HBr and 0.16 g of methyl tricapryl ammonium chloride and refluxed with stirring for 20 hours after removing aqueous forerun. The mixture was poured into water and extracted with ether. The ether layer was washed with water and brine, stirred with MgSO4, filtered and evaporated to a solid which was purified by chromatography to give 0.9 g of a white solid m.p. 106°-108° C. The reactants are ClC1=CC=C(C(C(=O)O)=C1)N (5-chloroanthranilic acid), S(O)(O)(=O)=O (sulfuric acid), C(C)(C)O (isopropanol), 100, N(=O)[O-].[Na+] (sodium nitrite). Run in O (water), O (water). The product is ClC=1C=C(C(=O)O)C=CC1 (3-chlorobenzoic acid). Isolated yield 89.0%. RXN SMILES: [Cl:1][C:2]1[CH:10]=[C:6]([C:7]([OH:9])=[O:8])[C:5](N)=[CH:4][CH:3]=1.S(=O)(=O)(O)O.C(O)(C)C.N([O-])=O.[Na+]>O>[Cl:1][C:2]1[CH:10]=[C:6]([CH:5]=[CH:4][CH:3]=1)[C:7]([OH:9])=[O:8] |f:3.4|. Reported procedure: 172 parts of 5-chloroanthranilic acid are introduced into 550 parts of 45 percent strength by weight sulfuric acid and 600 parts of isopropanol. A solution of 100 parts of sodium nitrite in 140 parts of water is run in at 80° C. over 6 hours; nitrogen is evolved. The mixture is cooled, 1,500 parts of water are added and the product is filtered off. 140 parts (89% of theory) of 3-chlorobenzoic acid of melting point 151°-153° C. are obtained. Starting materials: CCOC(=O)CBr, C1CCOC1, CC1(C)CNC(=O)C1Oc1ccc(C#N)c(C(F)(F)F)c1, C[Si](C)(C)[N-][Si](C)(C)C, [Li+], O. Product: CCOC(=O)CN1CC(C)(C)C(Oc2ccc(C#N)c(C(F)(F)F)c2)C1=O. RXN SMILES: [CH2:32]([CH3:33])[O:34][C:35]([CH2:36][Br:37])=[O:38].[CH2:40]1[O:41][CH2:42][CH2:43][CH2:44]1.[CH3:1][C:2]1([CH3:21])[CH:3]([O:8][c:9]2[cH:10][c:11]([C:17]([F:18])([F:19])[F:20])[c:12]([C:13]#[N:14])[cH:15][cH:16]2)[C:4](=[O:7])[NH:5][CH2:6]1.[CH3:22][Si:23]([N-:24][Si:25]([CH3:26])([CH3:27])[CH3:28])([CH3:29])[CH3:30].[Li+:31].[OH2:39]>>[CH3:1][C:2]1([CH3:21])[CH:3]([O:8][c:9]2[cH:10][c:11]([C:17]([F:18])([F:19])[F:20])[c:12]([C:13]#[N:14])[cH:15][cH:16]2)[C:4](=[O:7])[N:5]([CH2:36][C:35]([O:34][CH2:32][CH3:33])=[O:38])[CH2:6]1. Starting materials: CS(=O)(=O)Cl, NC(=O)c1ccc(N)c(Oc2ccc(F)cc2F)c1, c1ccncc1. Product: CS(=O)(=O)Nc1ccc(C(N)=O)cc1Oc1ccc(F)cc1F. As a reaction SMILES: [CH3:20][S:21]([Cl:22])(=[O:23])=[O:24].[NH2:1][c:2]1[c:3]([O:11][c:12]2[c:13]([F:19])[cH:14][c:15]([F:18])[cH:16][cH:17]2)[cH:4][c:5]([C:6](=[O:7])[NH2:8])[cH:9][cH:10]1.[cH:25]1[cH:26][cH:27][n:28][cH:29][cH:30]1>>[NH:1]([c:2]1[c:3]([O:11][c:12]2[c:13]([F:19])[cH:14][c:15]([F:18])[cH:16][cH:17]2)[cH:4][c:5]([C:6](=[O:7])[NH2:8])[cH:9][cH:10]1)[S:21]([CH3:20])(=[O:23])=[O:24]. The reactants are Cl.NCCC1=CNC2=CC=CC=C12 (tryptamine hydrochloride), BrCC(C(=O)OCC)=O (ethyl 3-bromopyruvate), C (charcoal). Solvent: C(C)O (ethanol). Yields the product C1CNC=C(C=2NC=3C=CC=CC3C21)C(=O)OCC (Ethyl 1,2,3,6-Tetrahydroazepino[4,5-b]Indole-5-Carboxylate). RXN SMILES: Cl.[NH2:2][CH2:3][CH2:4][C:5]1[C:13]2[C:8](=[CH:9][CH:10]=[CH:11][CH:12]=2)[NH:7][CH:6]=1.Br[CH2:15][C:16](=O)[C:17]([O:19][CH2:20][CH3:21])=[O:18].C>C(O)C>[CH2:4]1[C:5]2[C:13]3[CH:12]=[CH:11][CH:10]=[CH:9][C:8]=3[NH:7][C:6]=2[C:16]([C:17]([O:19][CH2:20][CH3:21])=[O:18])=[CH:15][NH:2][CH2:3]1 |f:0.1|. Procedure: A mixture of tryptamine hydrochloride (1.96 g, 10 mmol), ethyl 3-bromopyruvate (1.67 mL, 1.2 equiv) and decolorizing charcoal (0.5 g) in absolute ethanol was heated to reflux under nitrogen overnight. TEA was added and the reaction mixture was heated to reflux for another 7.5 hours. After cooling, charcoal was removed by filtration and washed with ethanol. The filtrate was concentrated under vacuum and diluted with water (20 mL). It was then extracted by EtOAc (3×30 mL) and the combined organic ... Reactants: O=C(NC1CCNCC1)c1ccccc1, ClC(Cl)Cl, Cc1cnc(C)n2c1c(CCCl)c1ccccc12. The product is Cc1cnc(C)n2c1c(CCN1CCC(NC(=O)c3ccccc3)CC1)c1ccccc12. As a reaction SMILES: [C:1]([c:2]1[cH:3][cH:4][cH:5][cH:6][cH:7]1)(=[O:8])[NH:9][CH:10]1[CH2:11][CH2:12][NH:13][CH2:14][CH2:15]1.[CH:34]([Cl:35])([Cl:36])[Cl:37].[Cl:16][CH2:17][CH2:18][c:19]1[c:20]2[n:21]([c:22]3[cH:23][cH:24][cH:25][cH:26][c:27]13)[c:28]([CH3:33])[n:29][cH:30][c:31]2[CH3:32]>>[C:1]([c:2]1[cH:3][cH:4][cH:5][cH:6][cH:7]1)(=[O:8])[NH:9][CH:10]1[CH2:11][CH2:12][N:13]([CH2:17][CH2:18][c:19]2[c:20]3[n:21]([c:22]4[cH:23][cH:24][cH:25][cH:26][c:27]24)[c:28]([CH3:33])[n:29][cH:30][c:31]3[CH3:32])[CH2:14][CH2:15]1.